From a dataset of the Open Reaction Database (ORD), a public repository of structured organic reaction records. describe an organic reaction: reactants, conditions, products, and yield Reactants: C(C1=CC=CC=C1)OC=1C=C(C(=O)Cl)C=CC1OC (3-benzyloxy-4-methoxy-benzoyl chloride), C1(CCCC1)OC=1C=C(C=CC1OC)C(CC1=C(C=NC=C1Cl)Cl)=O (1-(3-cyclopentyloxy-4-methoxy-phenyl)-2-(3,5-dichloro -pyridin-4-yl)-ethanone). Product: C1(CCCC1)OC=1C=C(C=CC1OC)/C(=C/C1=C(C=NC=C1Cl)Cl)/OC(C1=CC(=C(C=C1)OC)OCC1=CC=CC=C1)=O (3-benzyloxy-4-methoxy-benzoic acid (Z)-1-(3-cyclopentyloxy-4-methoxy-phenyl)-2-(3,5-dichloro-pyridin-4-yl)vinyl ester). Reaction SMILES: [CH2:1]([O:8][C:9]1[CH:10]=[C:11]([CH:15]=[CH:16][C:17]=1[O:18][CH3:19])[C:12](Cl)=[O:13])[C:2]1[CH:7]=[CH:6][CH:5]=[CH:4][CH:3]=1.[CH:20]1([O:25][C:26]2[CH:27]=[C:28]([C:34](=[O:44])[CH2:35][C:36]3[C:41]([Cl:42])=[CH:40][N:39]=[CH:38][C:37]=3[Cl:43])[CH:29]=[CH:30][C:31]=2[O:32][CH3:33])[CH2:24][CH2:23][CH2:22][CH2:21]1>>[CH:20]1([O:25][C:26]2[CH:27]=[C:28](/[C:34](/[O:44][C:12](=[O:13])[C:11]3[CH:15]=[CH:16][C:17]([O:18][CH3:19])=[C:9]([O:8][CH2:1][C:2]4[CH:3]=[CH:4][CH:5]=[CH:6][CH:7]=4)[CH:10]=3)=[CH:35]/[C:36]3[C:41]([Cl:42])=[CH:40][N:39]=[CH:38][C:37]=3[Cl:43])[CH:29]=[CH:30][C:31]=2[O:32][CH3:33])[CH2:24][CH2:23][CH2:22][CH2:21]1. Reported procedure: The compound was obtained starting from 3-benzyloxy-4-methoxy-benzoyl chloride and 1-(3-cyclopentyloxy-4-methoxy-phenyl)-2-(3,5-dichloro -pyridin-4-yl)-ethanone, following the procedure of Example 7. Starting materials: Cn1nccc1N, O=C(Cl)OCC(Cl)(Cl)Cl, C1CCOC1, O, c1ccncc1. Yields the product Cn1nccc1NC(=O)OCC(Cl)(Cl)Cl. Reaction SMILES: [CH3:1][n:2]1[n:3][cH:4][cH:5][c:6]1[NH2:7].[Cl:14][C:15](=[O:16])[O:17][CH2:18][C:19]([Cl:20])([Cl:21])[Cl:22].[O:24]1[CH2:25][CH2:26][CH2:27][CH2:28]1.[OH2:23].[cH:8]1[cH:9][cH:10][n:11][cH:12][cH:13]1>>[CH3:1][n:2]1[n:3][cH:4][cH:5][c:6]1[NH:7][C:15](=[O:16])[O:17][CH2:18][C:19]([Cl:20])([Cl:21])[Cl:22]. Starting materials: C(C)OC(=O)C=1NC2=CC(=CC=C2C1)C#N (6-cyano-1H-indole-2-carboxylic acid ethyl ester), [H-].[Na+] (sodium hydride), IC (iodomethane). The solvent is C1CCOC1 (THF). Reaction conditions: time 10 minute. Yields the product C(C)OC(=O)C=1N(C2=CC(=CC=C2C1)C#N)C (6-cyano-1-methyl-1H-indole-2-carboxylic acid ethyl ester). Isolated yield 59.0%. Reaction SMILES: [CH2:1]([O:3][C:4]([C:6]1[NH:7][C:8]2[C:13]([CH:14]=1)=[CH:12][CH:11]=[C:10]([C:15]#[N:16])[CH:9]=2)=[O:5])[CH3:2].[H-].[Na+].I[CH3:20]>C1COCC1>[CH2:1]([O:3][C:4]([C:6]1[N:7]([CH3:20])[C:8]2[C:13]([CH:14]=1)=[CH:12][CH:11]=[C:10]([C:15]#[N:16])[CH:9]=2)=[O:5])[CH3:2] |f:1.2|. Procedure details: Treat a solution of 6-cyano-1H-indole-2-carboxylic acid ethyl ester (86 mg, 0.40 mmol) in THF (3 mL) with sodium hydride (60% disp. in mineral oil, 18 mg, 0.44 mmol) under N2. After stirring for 10 min, add iodomethane (68 mg, 0.48 mmol) and stir at rt for 3 h. Quench the reaction with sat. NH4Cl solution and extract several times with EtOAc. Dry the combined organic layers (Na2SO4) and concentrate to give a solid. Purify the crude product by silica gel chromatography (MeOH/DCM: 0% to 10%) to gi... Reactants: trimesic acid esters, C(C)(CC)O (secondary butyl alcohol), C(C(C)C)C(=O)C (methyl isobutyl ketone), CC(=O)OCCOC (methyl cellosolve acetate), phthalic acid alkyl esters, phosphoric acid esters, alkylamides, fatty acid esters, benzoic acid esters, citric acid esters. Product: lower alkyl acetates, C(CC)(=O)OCC (ethyl propionate), C(C)(=O)OCCOCC (β-ethoxyethyl acetate), C1(CCCCC1)=O (cyclohexanone). As a reaction SMILES: [CH:1]([OH:5])([CH2:3][CH3:4])[CH3:2].[CH2:6]([C:10]([CH3:12])=[O:11])[CH:7](C)C.[CH3:13][C:14]([O:16][CH2:17][CH2:18]OC)=[O:15]>>[C:14]([O:16][CH2:17][CH3:18])(=[O:15])[CH2:13][CH3:1].[C:14]([O:16][CH2:17][CH2:18][O:11][CH2:10][CH3:12])(=[O:15])[CH3:13].[C:1]1(=[O:5])[CH2:2][CH2:7][CH2:6][CH2:4][CH2:3]1. Reported procedure: Examples of the high boiling organic solvents are phthalic acid alkyl esters (e.g., dibutyl phthalate, dioctyl phthalate, etc.), phosphoric acid esters (e.g., diphenyl phosphate, triphenyl phosphate, tricresyl phosphate, dioctylbutyl phosphate, etc.), citric acid esters (e.g., tributyl acetylcitrate, etc.), benzoic acid esters (e.g., octyl benzoate, etc.), alkylamides (e.g., diethyllaurylamide, etc.), fatty acid esters (e.g., dibutoxyethyl succinate, dioctyl azelate, etc.), trimesic acid esters ... Reactants: CN(C)C=O (DMF), P(=O)(Cl)(Cl)Cl (phosphorous oxy-chloride), C(CCC)C=1OC2=C(C1)C=CC=C2 (2-butyl-1-benzofuran). Run in C(Cl)Cl (DCM), C(Cl)Cl (DCM). Run at time 2 hour. Yields the product C(CCC)C=1OC2=C(C1C=O)C=CC=C2 (2-butyl-1-benzofuran-3-carbaldehyde). Isolated yield 70.6%. RXN SMILES: CN([CH:4]=[O:5])C.P(Cl)(Cl)(Cl)=O.[CH2:11]([C:15]1[O:16][C:17]2[CH:23]=[CH:22][CH:21]=[CH:20][C:18]=2[CH:19]=1)[CH2:12][CH2:13][CH3:14]>C(Cl)Cl>[CH2:11]([C:15]1[O:16][C:17]2[CH:23]=[CH:22][CH:21]=[CH:20][C:18]=2[C:19]=1[CH:4]=[O:5])[CH2:12][CH2:13][CH3:14]. Reported procedure: To a solution of DMF (59 g, 0.805 mol) in anhydrous DCM (300 mL) was added slowly at 0° C. under N2 atmosphere phosphorous oxy-chloride (123 g, 0.84 mol). The mixture was stirred at rt for 2 h. To this was added slowly 2-butyl-1-benzofuran (35 g, 0.21 mol) in anhydrous DCM (100 mL). The reaction mixture was slowly heated to 60° C. for 72 h, cooled to rt and poured into ice and extracted with EtOAc. The organic layer was washed with water, brine and dried over MgSO4. The solvent was removed under... Reactants: BrC1=C(C=O)C(=CN=C1)N1C(C=2C=C3CCCCN3C2CC1)=O (3-Bromo-5-(1-oxo-3,4,6,7,8,9-hexahydropyrido[3,4-b]indolizin-2(1H)-yl)isonicotinaldehyde), CN1C(C(=CC(=C1)B1OC(C(O1)(C)C)(C)C)NC1=NC=C(C=C1)N1CCN(CC1)C1COC1)=O (1-Methyl-3-(5-(4-(oxetan-3-yl)piperazin-1-yl)pyridin-2-ylamino)-5-(4,4,5,5-tetramethyl-1,3,2-dioxaborolan-2-yl)pyridin-2(1H)-one), [O-]P(=O)([O-])[O-].[K+].[K+].[K+] (K3PO4), CC(=O)[O-].[Na+] (NaOAc). The reagents and catalysts are C1=CC=C(C=C1)P([C-]2C=CC=C2)C3=CC=CC=C3.C1=CC=C(C=C1)P([C-]2C=CC=C2)C3=CC=CC=C3.Cl[Pd]Cl.[Fe+2] (PdCl2(dppf)). Run in CC#N (CH3CN), O (H2O). Conditions: temperature 100 celsius. Yields the product CN1C=C(C=C(C1=O)NC1=NC=C(C=C1)N1CCN(CC1)C1COC1)C1=C(C=O)C(=CN=C1)N1C(C=2C=C3CCCCN3C2CC1)=O (3-(1-Methyl-5-(5-(4-(oxetan-3-yl)piperazin-1-yl)pyridin-2-ylamino)-6-oxo-1,6-dihydropyridin-3-yl)-5-(1-oxo-3,4,6,7,8,9-hexahydropyrido[3,4-b]indolizin-2(1H)-yl)isonicotinaldehyde). Isolated yield 42.6%. Reaction SMILES: Br[C:2]1[CH:9]=[N:8][CH:7]=[C:6]([N:10]2[CH2:22][CH2:21][C:20]3[N:19]4[C:14]([CH2:15][CH2:16][CH2:17][CH2:18]4)=[CH:13][C:12]=3[C:11]2=[O:23])[C:3]=1[CH:4]=[O:5].[CH3:24][N:25]1[CH:30]=[C:29](B2OC(C)(C)C(C)(C)O2)[CH:28]=[C:27]([NH:40][C:41]2[CH:46]=[CH:45][C:44]([N:47]3[CH2:52][CH2:51][N:50]([CH:53]4[CH2:56][O:55][CH2:54]4)[CH2:49][CH2:48]3)=[CH:43][N:42]=2)[C:26]1=[O:57].[O-]P([O-])([O-])=O.[K+].[K+].[K+].CC([O-])=O.[Na+]>CC#N.O.C1C=CC(P(C2C=CC=CC=2)[C-]2C=CC=C2)=CC=1.C1C=CC(P(C2C=CC=CC=2)[C-]2C=CC=C2)=CC=1.Cl[Pd]Cl.[Fe+2]>[CH3:24][N:25]1[C:26](=[O:57])[C:27]([NH:40][C:41]2[CH:46]=[CH:45][C:44]([N:47]3[CH2:52][CH2:51][N:50]([CH:53]4[CH2:54][O:55][CH2:56]4)[CH2:49][CH2:48]3)=[CH:43][N:42]=2)=[CH:28][C:29]([C:2]2[CH:9]=[N:8][CH:7]=[C:6]([N:10]3[CH2:22][CH2:21][C:20]4[N:19]5[C:14]([CH2:15][CH2:16][CH2:17][CH2:18]5)=[CH:13][C:12]=4[C:11]3=[O:23])[C:3]=2[CH:4]=[O:5])=[CH:30]1 |f:2.3.4.5,6.7,10.11.12.13|. Reported procedure: A sealed tube was charged with 112e (200 mg, 0.53 mmol), 1-methyl-3-(5-(4-(oxetan-3-yl) piperazin-1-yl)pyridin-2-ylamino)-5-(4,4,5,5-tetramethyl-1,3,2-dioxaborolan-2-yl)pyridine-2(1H)-one 101l (240 mg, 0.51 mmol), PdCl2(dppf) (42 mg, 0.05 mmol), K3PO4 (230 mg, 1 mmol), and NaOAc (80 mg, 1 mmol) in CH3CN (5 mL) and H2O (1.5 mL). The system was evacuated and refilled with N2. The reaction mixture was heated at 100° C. for 2 h. It was then cooled to room temperature and filtered. The filtrate was c... Starting materials: [BH4-], C[Si](C)(C)Cl, [Li+], CC(C)(C)CC(N)C(=O)O, C1CCOC1. The product is CC(C)(C)CC(N)CO. As a reaction SMILES: [BH4-:1].[CH3:3][Si:4]([Cl:5])([CH3:6])[CH3:7].[Li+:2].[NH2:8][CH:9]([C:10](=[O:11])[OH:12])[CH2:13][C:14]([CH3:15])([CH3:16])[CH3:17].[O:18]1[CH2:19][CH2:20][CH2:21][CH2:22]1>>[NH2:8][CH:9]([CH2:10][OH:11])[CH2:13][C:14]([CH3:15])([CH3:16])[CH3:17]. Reactants: C(=O)(O)C=1NC2=CC=C(C=C2C1CCN(C)C)CS(=O)(=O)N1CCCC1 (1-[[2-carboxy-3-(2-dimethylaminoethyl)-5-indolyl]methanesulphonyl]pyrrolidine), cuprous oxide, Cl (hydrochloric acid), C(C)(=O)OCC (ethyl acetate). Run in N1=CC=CC2=CC=CC=C12 (quinoline). Conditions: temperature 190 celsius. Product: CN(CCC1=CNC2=CC=C(C=C12)CS(=O)(=O)N1CCCC1)C (1-[[3-(2-dimethylaminoethyl)-5-indolyl]methanesulphonyl]pyrrolidine). Isolated yield 5.4%. RXN SMILES: C([C:4]1[NH:5][C:6]2[C:11]([C:12]=1[CH2:13][CH2:14][N:15]([CH3:17])[CH3:16])=[CH:10][C:9]([CH2:18][S:19]([N:22]1[CH2:26][CH2:25][CH2:24][CH2:23]1)(=[O:21])=[O:20])=[CH:8][CH:7]=2)(O)=O.Cl.C(OCC)(=O)C>N1C2C(=CC=CC=2)C=CC=1>[CH3:17][N:15]([CH3:16])[CH2:14][CH2:13][C:12]1[C:11]2[C:6](=[CH:7][CH:8]=[C:9]([CH2:18][S:19]([N:22]3[CH2:26][CH2:25][CH2:24][CH2:23]3)(=[O:21])=[O:20])[CH:10]=2)[NH:5][CH:4]=1. Procedure details: To a solution of previously dried 1-[[2-carboxy-3-(2-dimethylaminoethyl)-5-indolyl]methanesulphonyl]pyrrolidine (1.6 g; 0.0442 moles) in anhydrous quinoline (75 ml) and under atmosphere of nitrogen, cuprous oxide (160 mg; 0.0011 moles) was added. The reaction mixture was heated to 190° C. for 15 minutes, stirred to room temperature, poured into a mixture of 1N hydrochloric acid (150 ml) and ethyl acetate (50 ml), shaken and decanted. The aqueous solution was washed several times with ethyl aceta...